This data is from the Open Reaction Database (ORD), a public repository of structured organic reaction records. The task is: describe an organic reaction: reactants, conditions, products, and yield Reactants: C=C(O[Si](C)(C)C)c1ccco1, CS(C)=O, O=C(C=Cc1ccc(F)c(F)c1)c1ccccc1O. The product is O=C(CC(CC(=O)c1ccccc1O)c1ccc(F)c(F)c1)c1ccco1. RXN SMILES: [CH3:1][Si:2]([O:3][C:4](=[CH2:5])[c:6]1[o:7][cH:8][cH:9][cH:10]1)([CH3:11])[CH3:12].[CH3:32][S:33](=[O:34])[CH3:35].[F:13][c:14]1[cH:15][c:16]([CH:21]=[CH:22][C:23](=[O:24])[c:25]2[c:26]([OH:31])[cH:27][cH:28][cH:29][cH:30]2)[cH:17][cH:18][c:19]1[F:20]>>[CH2:3]([C:4](=[O:5])[c:6]1[o:7][cH:8][cH:9][cH:10]1)[CH:21]([c:16]1[cH:15][c:14]([F:13])[c:19]([F:20])[cH:18][cH:17]1)[CH2:22][C:23](=[O:24])[c:25]1[c:26]([OH:31])[cH:27][cH:28][cH:29][cH:30]1.